Dataset: the Open Reaction Database (ORD), a public repository of structured organic reaction records. Task: describe an organic reaction: reactants, conditions, products, and yield The reactants are BrC1=CC=C(C=C1)[C@@H](CC(CC1=NC=CC=C1)=O)C1=C(C=CC=C1)C ((R)-4-(4-bromophenyl)-1-(pyridin-2-yl)-4-o-tolylbutan-2-one), Cl.NO (hydroxylamine hydrochloride), C(=O)(O)[O-].[Na+] (NaHCO3). The product is BrC1=CC=C(C=C1)[C@@H](C\C(\CC1=NC=CC=C1)=N/O)C1=C(C=CC=C1)C ((E,R)-4-(4-Bromophenyl)-1-(pyridin-2-yl)-4-o-tolylbutan-2-one oxime). RXN SMILES: [Br:1][C:2]1[CH:7]=[CH:6][C:5]([C@H:8]([C:19]2[CH:24]=[CH:23][CH:22]=[CH:21][C:20]=2[CH3:25])[CH2:9][C:10](=O)[CH2:11][C:12]2[CH:17]=[CH:16][CH:15]=[CH:14][N:13]=2)=[CH:4][CH:3]=1.Cl.[NH2:27][OH:28].C([O-])(O)=O.[Na+]>>[Br:1][C:2]1[CH:7]=[CH:6][C:5]([C@H:8]([C:19]2[CH:24]=[CH:23][CH:22]=[CH:21][C:20]=2[CH3:25])[CH2:9]/[C:10](=[N:27]\[OH:28])/[CH2:11][C:12]2[CH:17]=[CH:16][CH:15]=[CH:14][N:13]=2)=[CH:4][CH:3]=1 |f:1.2,3.4|. Procedure: In analogy to example 74, step 7, from (R)-4-(4-bromophenyl)-1-(pyridin-2-yl)-4-o-tolylbutan-2-one and hydroxylamine hydrochloride in the presence of NaHCO3 was prepared the title compound as a colorless oil, MS (ESI+): m/z=409.0904 ([M+H]+, 1Br). Starting materials: N(=[N+]=[N-])[C@@]1(C[C@@H](O[C@@H]1COC(C)=O)N1C(=O)NC(=S)C(C)=C1)O (3'-Azido-5'-O-acetyl-4-thiothymidine). Run in O1CCOCC1 (dioxane), [NH4+].[OH-] (NH4OH), CCOCC (Et2O). Run at time 18 hour. The product is N(=[N+]=[N-])[C@@]1(C[C@@H](O[C@@H]1CO)N1C(=O)NC(=S)C(C)=C1)O (3'-Azido-4-Thiothymidine). RXN SMILES: [N:1]([C@@:4]1([OH:23])[C@@H:8]([CH2:9][O:10]C(=O)C)[O:7][C@@H:6]([N:14]2[CH:22]=[C:20]([CH3:21])[C:18](=[S:19])[NH:17][C:15]2=[O:16])[CH2:5]1)=[N+:2]=[N-:3]>O1CCOCC1.[NH4+].[OH-].CCOCC>[N:1]([C@@:4]1([OH:23])[C@@H:8]([CH2:9][OH:10])[O:7][C@@H:6]([N:14]2[CH:22]=[C:20]([CH3:21])[C:18](=[S:19])[NH:17][C:15]2=[O:16])[CH2:5]1)=[N+:2]=[N-:3] |f:2.3|. Reported procedure: 3'-Azido-5'-O-acetyl-4-thiothymidine (0.25 g; 0.76 mMol, Example 11) was dissolved in a mixture of 5 mL of dioxane and 5 mL of conc. NH4OH and stirred for 18 hrs. The solvent was removed in vacuo and the residue applied to a silica gel column followed by elution with CHCl3 /EtOAc (3:1 v/v). The appropriate fractions were combined and the solvent removed in vacuo to yield a yellow oil which was dissolved in Et2O, forming crystals upon concentration: 0.16 g (0.56 mMol; 74%). The product is N#Cc1ccc2c(c1)CCC2=O. Reactants: O=C1CCc2cc(Br)ccc21, CN(C)C=O, Cl[Fe](Cl)Cl, Cl, N#C[Cu], O. As a reaction SMILES: [Br:1][c:2]1[cH:3][c:4]2[c:8]([cH:9][cH:10]1)[C:7](=[O:11])[CH2:6][CH2:5]2.[CH3:16][N:17]([CH3:18])[CH:19]=[O:20].[Cl:22][Fe:23]([Cl:24])[Cl:25].[ClH:21].[Cu:12][C:13]#[N:14].[OH2:15]>>[c:2]1([C:13]#[N:14])[cH:3][c:4]2[c:8]([cH:9][cH:10]1)[C:7](=[O:11])[CH2:6][CH2:5]2. Reactants: ClC1=CC2=C(C=N1)C(=NN2C(C2=CC=CC=C2)(C2=CC=CC=C2)C2=CC=CC=C2)I (6-chloro-3-iodo-1-trityl-1H-pyrazolo[4,3-c]pyridine), FC(C(C)N)(F)F (1,1,1-trifluoropropan-2-amine), CC(C)([O-])C.[Na+] (sodium-t-Butoxide). Reagents/catalysts: CC(C)C1=CC(=C(C(=C1)C(C)C)C2=CC=CC=C2P(C(C)(C)C)C(C)(C)C)C(C)C.C1=CC=C([C-]=C1)CCN.Cl[Pd+] (t-Bu-X-Phos precatalyst). Run in C1CCOC1 (THF). Run at temperature 80 celsius, time 4 hour. The product is ClC1=CC2=C(C=N1)C(=NN2C(C2=CC=CC=C2)(C2=CC=CC=C2)C2=CC=CC=C2)NC(C(F)(F)F)C (6-chloro-N-(1,1,1-trifluoropropan-2-yl)-1-trityl-1H-pyrazolo[4,3-c]pyridin-3-amine). Isolated yield 65.8%. RXN SMILES: [Cl:1][C:2]1[N:7]=[CH:6][C:5]2[C:8](I)=[N:9][N:10]([C:11]([C:24]3[CH:29]=[CH:28][CH:27]=[CH:26][CH:25]=3)([C:18]3[CH:23]=[CH:22][CH:21]=[CH:20][CH:19]=3)[C:12]3[CH:17]=[CH:16][CH:15]=[CH:14][CH:13]=3)[C:4]=2[CH:3]=1.[F:31][C:32]([F:37])([F:36])[CH:33]([NH2:35])[CH3:34].CC(C)([O-])C.[Na+]>C1COCC1.CC(C1C=C(C(C)C)C(C2C(P(C(C)(C)C)C(C)(C)C)=CC=CC=2)=C(C(C)C)C=1)C.C1C=[C-]C(CCN)=CC=1.Cl[Pd+]>[Cl:1][C:2]1[N:7]=[CH:6][C:5]2[C:8]([NH:35][CH:33]([CH3:34])[C:32]([F:37])([F:36])[F:31])=[N:9][N:10]([C:11]([C:24]3[CH:29]=[CH:28][CH:27]=[CH:26][CH:25]=3)([C:18]3[CH:23]=[CH:22][CH:21]=[CH:20][CH:19]=3)[C:12]3[CH:17]=[CH:16][CH:15]=[CH:14][CH:13]=3)[C:4]=2[CH:3]=1 |f:2.3,5.6.7|. Procedure details: To a solution of 6-chloro-3-iodo-1-trityl-1H-pyrazolo[4,3-c]pyridine (0.5 g, 0.96 mmol) in anhydrous THF (5 mL) was added 1,1,1-trifluoropropan-2-amine (0.13 g, 1.2 mmol), t-Bu-X-Phos precatalyst (0.1 g, 0.14 mmol) and sodium-t-Butoxide (0.27 g, 2.8 mmol). The contents were heated to 80° C. in a sealed reaction vessel under inert atmosphere. After 4 h, the reaction mixture was brought back to ambient temperature, the reaction was quenched with H2O (10 mL) and the organic contents were extracted ... The reactants are CO, C=C(C)c1ccc(OC(C)C(=O)O)cc1, CC(Oc1ccc(O)cc1)C(=O)O, OO. The product is COC(=O)C(C)Oc1ccc(O)cc1. As a reaction SMILES: [CH3:31][OH:32].[CH3:3][C:4]([c:5]1[cH:6][cH:7][c:8]([O:9][CH:10]([CH3:11])[C:12]([OH:13])=[O:14])[cH:15][cH:16]1)=[CH2:17].[OH:18][c:19]1[cH:20][cH:21][c:22]([O:23][CH:24]([C:25](=[O:26])[OH:27])[CH3:28])[cH:29][cH:30]1.[OH:1][OH:2]>>[CH3:3][O:27][C:25]([CH:24]([O:23][c:22]1[cH:21][cH:20][c:19]([OH:18])[cH:30][cH:29]1)[CH3:28])=[O:26]. Starting materials: Cc1cccc(-c2sc(C)nc2C(=O)O)c1, O=C(NCC1NCC2CC21)C(F)(F)F. Product: Cc1cccc(-c2sc(C)nc2C(=O)N2CC3CC3C2CNC(=O)C(F)(F)F)c1. As a reaction SMILES: [CH3:15][c:16]1[s:17][c:18](-[c:24]2[cH:25][c:26]([CH3:30])[cH:27][cH:28][cH:29]2)[c:19]([C:21](=[O:22])[OH:23])[n:20]1.[CH:1]12[CH:2]([CH2:7][NH:8][C:9]([C:10]([F:11])([F:12])[F:13])=[O:14])[NH:3][CH2:4][CH:5]1[CH2:6]2>>[CH:1]12[CH:2]([CH2:7][NH:8][C:9]([C:10]([F:11])([F:12])[F:13])=[O:14])[N:3]([C:21]([c:19]3[c:18](-[c:24]4[cH:25][c:26]([CH3:30])[cH:27][cH:28][cH:29]4)[s:17][c:16]([CH3:15])[n:20]3)=[O:22])[CH2:4][CH:5]1[CH2:6]2. The reactants are NC1(C(NC2=CC=C(C=C12)OCC)=O)C1=C(C=CC=C1)Cl (3-amino-3-(2-chlorophenyl)-5-ethoxy-1,3-dihydroindol-2-one), BrCC1=CC=C(C(=O)OC(C)(C)C)C=C1 (tert-butyl 4-bromomethylbenzoate), C(Cl)Cl (DCM). Run in CCCCCC.CCOC(=O)C (hexane AcOEt). Yields the product NC1(C(N(C2=CC=C(C=C12)OCC)CC1=CC=C(C(=O)OC(C)(C)C)C=C1)=O)C1=C(C=CC=C1)Cl (tert-Butyl 4-[[3-amino-3-(2-chlorophenyl)-5-ethoxy-2,3-dihydro-2-oxoindol-1-yl]methyl]benzoate). The yield is 64.7%. As a reaction SMILES: [NH2:1][C:2]1([C:15]2[CH:20]=[CH:19][CH:18]=[CH:17][C:16]=2[Cl:21])[C:10]2[C:5](=[CH:6][CH:7]=[C:8]([O:11][CH2:12][CH3:13])[CH:9]=2)[NH:4][C:3]1=[O:14].Br[CH2:23][C:24]1[CH:36]=[CH:35][C:27]([C:28]([O:30][C:31]([CH3:34])([CH3:33])[CH3:32])=[O:29])=[CH:26][CH:25]=1.C(Cl)Cl>CCCCCC.CCOC(C)=O>[NH2:1][C:2]1([C:15]2[CH:20]=[CH:19][CH:18]=[CH:17][C:16]=2[Cl:21])[C:10]2[C:5](=[CH:6][CH:7]=[C:8]([O:11][CH2:12][CH3:13])[CH:9]=2)[N:4]([CH2:23][C:24]2[CH:36]=[CH:35][C:27]([C:28]([O:30][C:31]([CH3:32])([CH3:34])[CH3:33])=[O:29])=[CH:26][CH:25]=2)[C:3]1=[O:14] |f:3.4|. Procedure: This compound is prepared according to the procedure described in EXAMPLE 93 from 1 g of 3-amino-3-(2-chlorophenyl)-5-ethoxy-1,3-dihydroindol-2-one and 0.984 g of tert-butyl 4-bromomethylbenzoate. Chromatography on silica using DCM and then a DCM/AcOEt mixture (70/30; v/v) as the eluent gives 1.053 g of the expected product.